From a dataset of the Open Reaction Database (ORD), a public repository of structured organic reaction records. describe an organic reaction: reactants, conditions, products, and yield Reactants: ice water, FC(OC1=CC=C(C=C1)NN=C(C(=O)OCC)C(C1=C(C=CC=C1OC(F)F)F)=O)(F)F (Ethyl 2-[(4-trifluoromethoxyphenyl)-1,1-diazanediyl]-(2-fluoro-6-difluoromethoxybenzoyl)acetate), C([O-])([O-])=O.[K+].[K+] (potassium carbonate), resultant mixture. The solvent is CN(C=O)C (N,N-dimethylformamide). Reaction conditions: time 2 hour. Product: FC(OC1=CC=C(C=C1)N1N=C(C(C2=C(C=CC=C12)OC(F)F)=O)C(=O)OCC)(F)F (ethyl 1-(4-trifluoromethoxyphenyl)-1,4-dihydro-4-oxo-5-difluoromethoxycinnoline-3-carboxylate). Yield: 94.2%. As a reaction SMILES: [F:1][C:2]([F:32])([F:31])[O:3][C:4]1[CH:9]=[CH:8][C:7]([NH:10][N:11]=[C:12]([C:18](=[O:30])[C:19]2[C:24]([O:25][CH:26]([F:28])[F:27])=[CH:23][CH:22]=[CH:21][C:20]=2F)[C:13]([O:15][CH2:16][CH3:17])=[O:14])=[CH:6][CH:5]=1.C(=O)([O-])[O-].[K+].[K+]>CN(C)C=O>[F:1][C:2]([F:32])([F:31])[O:3][C:4]1[CH:9]=[CH:8][C:7]([N:10]2[C:20]3[C:19](=[C:24]([O:25][CH:26]([F:28])[F:27])[CH:23]=[CH:22][CH:21]=3)[C:18](=[O:30])[C:12]([C:13]([O:15][CH2:16][CH3:17])=[O:14])=[N:11]2)=[CH:6][CH:5]=1 |f:1.2.3|. Procedure details: Ethyl 2-[(4-trifluoromethoxyphenyl)-1,1-diazanediyl]-(2-fluoro-6-difluoromethoxybenzoyl)acetate (530 mg), and potassium carbonate (157 mg) were added to N,N-dimethylformamide (10 ml), and the resultant mixture was heated at 100° C. for 1 hour. The mixture was cooled to room temperature, and was poured into ice-water (about 50 ml). After allowing it to stand for 2 hours, the precipitated crystals were collected by filtration. The crystals were washed with water (5 ml) two times and were dried und... The reactants are BrC1=CC(=CS1)C=O (5-bromo-3-thiophenecarboxaldehyde), BrC1=NC=CC=N1 (2-bromopyrimidine), BrC1=NC=CC=C1 (2-bromopyridine), BrC1=CC(=C(C=O)C=C1)F (4-bromo-2-fluorobenzaldehyde). Product: N1=C(C=CC=C1)C1=CC(=CS1)C=O (5-(2-pyridinyl)-3-thiophenecarboxaldehyde). As a reaction SMILES: Br[C:2]1[S:6][CH:5]=[C:4]([CH:7]=[O:8])[CH:3]=1.Br[C:10]1[CH:15]=[CH:14][CH:13]=[CH:12][N:11]=1.BrC1C=CC(C=O)=C(F)C=1.BrC1N=CC=CN=1>>[N:11]1[CH:12]=[CH:13][CH:14]=[CH:15][C:10]=1[C:2]1[S:6][CH:5]=[C:4]([CH:7]=[O:8])[CH:3]=1. Reported procedure: The title compound is prepared by a procedure analogous to Reference Example 15 by substituting 5-bromo-3-thiophenecarboxaldehyde (prepared as described in Chem. Pharm. Bull. 1999, 47,1393) and 2-bromopyridine, respectively, for the 4-bromo-2-fluorobenzaldehyde and 2-bromopyrimidine of Reference Example 15. MS 190 (M+H)+. The reactants are C(C)(=O)O[BH-](OC(C)=O)OC(C)=O.[Na+] (Sodium triacetoxyborohydride), C(C)(=O)O (acetic acid), FC(C(=O)O)(F)F.N1C(CCC1)C1=NC=CC2=CC(=CC=C12)S(=O)(=O)OC1=C(C(=C(C(=C1F)F)F)F)F (Perfluorophenyl 1-(pyrrolidin-2-yl)isoquinoline-6-sulfonate 2,2,2-trifluoroacetate), O1CCC(CC1)=O (tetrahydro-4h-pyran-4-one). Solvent: O (Water), C(Cl)Cl (DCM), C(C)(=O)OCC (ethyl acetate). Run at time 1 hour. Yields the product O1CCC(CC1)N1C(CCC1)C1=NC=CC2=CC(=CC=C12)S(=O)(=O)OC1=C(C(=C(C(=C1F)F)F)F)F (perfluorophenyl 1-(1-(tetrahydro-2H-pyran-4-yl)pyrrolidin-2-yl)isoquinoline-6-sulfonate). As a reaction SMILES: FC(F)(F)C(O)=O.[NH:8]1[CH2:12][CH2:11][CH2:10][CH:9]1[C:13]1[C:22]2[C:17](=[CH:18][C:19]([S:23]([O:26][C:27]3[C:32]([F:33])=[C:31]([F:34])[C:30]([F:35])=[C:29]([F:36])[C:28]=3[F:37])(=[O:25])=[O:24])=[CH:20][CH:21]=2)[CH:16]=[CH:15][N:14]=1.[O:38]1[CH2:43][CH2:42][C:41](=O)[CH2:40][CH2:39]1.C(O[BH-](OC(=O)C)OC(=O)C)(=O)C.[Na+].C(O)(=O)C>C(Cl)Cl.C(OCC)(=O)C.O>[O:38]1[CH2:43][CH2:42][CH:41]([N:8]2[CH2:12][CH2:11][CH2:10][CH:9]2[C:13]2[C:22]3[C:17](=[CH:18][C:19]([S:23]([O:26][C:27]4[C:28]([F:37])=[C:29]([F:36])[C:30]([F:35])=[C:31]([F:34])[C:32]=4[F:33])(=[O:24])=[O:25])=[CH:20][CH:21]=3)[CH:16]=[CH:15][N:14]=2)[CH2:40][CH2:39]1 |f:0.1,3.4|. Reported procedure: Perfluorophenyl 1-(pyrrolidin-2-yl)isoquinoline-6-sulfonate 2,2,2-trifluoroacetate (Intermediate ZZZ; 0.100 g, 0.179 mmol) and tetrahydro-4h-pyran-4-one (0.025 ml, 0.269 mmol) were dissolved in DCM (1.791 ml). Sodium triacetoxyborohydride (0.114 g, 0.537 mmol) and acetic acid (0.015 ml, 0.269 mmol) were added and the reaction was stirred for one hour at room temperature. Water was added followed by ethyl acetate. The aqueous layer was extracted with ethyl acetate, and the combined organic layers... Starting materials: N#CCc1ccccc1, CN(CCCl)CCCl, Cc1ccccc1, [NH2-], [Na]. Product: CN1CCC(C#N)(c2ccccc2)CC1. RXN SMILES: [CH2:9]([c:10]1[cH:11][cH:12][cH:13][cH:14][cH:15]1)[C:16]#[N:17].[CH3:1][N:2]([CH2:3][CH2:4][Cl:8])[CH2:6][CH2:7][Cl:5].[CH3:20][c:21]1[cH:22][cH:23][cH:24][cH:25][cH:26]1.[NH2-:19].[Na:18]>>[CH3:1][N:2]1[CH2:3][CH2:4][C:9]([c:10]2[cH:11][cH:12][cH:13][cH:14][cH:15]2)([C:16]#[N:17])[CH2:7][CH2:6]1. The reactants are CCO, Cc1cc([N+](=O)[O-])c(NCC(=O)O)cc1Cl, O, O, Cl[Sn]Cl. Product: Cc1cc2c(cc1Cl)NCC(=O)N2. RXN SMILES: [CH3:22][CH2:23][OH:24].[Cl:1][c:2]1[c:3]([CH3:16])[cH:4][c:5]([N+:13]([O-:12])=[O:14])[c:6]([NH:8][CH2:9][C:10](=[O:11])[OH:15])[cH:7]1.[OH2:17].[OH2:18].[Sn:19]([Cl:20])[Cl:21]>>[Cl:1][c:2]1[c:3]([CH3:16])[cH:4][c:5]2[c:6]([cH:7]1)[NH:8][CH2:9][C:10](=[O:11])[NH:13]2. Starting materials: CCC1CC(CCc2ccc(C(=O)O)cc2)CN(C(=O)O)C1=O, C1CCOC1, S=P12SP3(=S)SP(=S)(S1)SP(=S)(S2)S3. Reaction SMILES: [O:1]=[C:2]1[N:3]([C:21](=[O:22])[OH:23])[CH2:4][CH:5]([CH2:10][CH2:11][c:12]2[cH:13][cH:14][c:15]([C:16](=[O:17])[OH:18])[cH:19][cH:20]2)[CH2:6][CH:7]1[CH2:8][CH3:9].[O:38]1[CH2:39][CH2:40][CH2:41][CH2:42]1.[P:24]12(=[S:25])[S:26][P:27]3(=[S:37])[S:28][P:29](=[S:35])([S:30][P:31](=[S:34])([S:32]3)[S:33]1)[S:36]2>>[C:2]1(=[S:25])[N:3]([C:21](=[O:22])[OH:23])[CH2:4][CH:5]([CH2:10][CH2:11][c:12]2[cH:13][cH:14][c:15]([C:16](=[O:17])[OH:18])[cH:19][cH:20]2)[CH2:6][CH:7]1[CH2:8][CH3:9]. The product is CCC1CC(CCc2ccc(C(=O)O)cc2)CN(C(=O)O)C1=S. Reactants: COC(=O)CCC(=O)Cl, Cl, O, Oc1cc(-c2ccccc2)sc1-c1ccccc1, c1ccncc1. Yields the product COC(=O)CCC(=O)Oc1cc(-c2ccccc2)sc1-c1ccccc1. RXN SMILES: [C:19](=[O:20])([O:21][CH3:22])[CH2:23][CH2:24][C:25](=[O:26])[Cl:27].[ClH:29].[OH2:28].[c:1]1(-[c:7]2[s:8][c:9](-[c:13]3[cH:14][cH:15][cH:16][cH:17][cH:18]3)[cH:10][c:11]2[OH:12])[cH:2][cH:3][cH:4][cH:5][cH:6]1.[cH:30]1[cH:31][cH:32][n:33][cH:34][cH:35]1>>[c:1]1(-[c:7]2[s:8][c:9](-[c:13]3[cH:14][cH:15][cH:16][cH:17][cH:18]3)[cH:10][c:11]2[O:12][C:25]([CH2:24][CH2:23][C:19](=[O:20])[O:21][CH3:22])=[O:26])[cH:2][cH:3][cH:4][cH:5][cH:6]1.